From a dataset of the Open Reaction Database (ORD), a public repository of structured organic reaction records. describe an organic reaction: reactants, conditions, products, and yield Starting materials: CO (MeOH), C(C)S(=O)(=O)C=1C=C2C(=CN1)NC(=C2)C[C@](CC(C)(C)C2=C(C(=O)N[C@@H](C)C1=CC=C(C=C1)OC)C=C(C=C2)F)(C(F)(F)F)O (2-((R)-4-((5-(ethylsulfonyl)-1H-pyrrolo[2,3-c]pyridin-2-yl)methyl)-5,5,5-trifluoro-4-hydroxy-2-methylpentan-2-yl)-5-fluoro-N—((S)-1-(4-methoxyphenyl)ethyl)benzamide), C1(=CC=CC=C1)OC (anisole), C(C)S(=O)(=O)C=1C=C2C(=CN1)NC(=C2)C[C@](CC(C)(C)C2=C(C(=O)N[C@@H](C)C1=CC=C(C=C1)OC)C=C(C=C2)F)(C(F)(F)F)O (2-((R)-4-((5-(ethylsulfonyl)-1H-pyrrolo[2,3-c]pyridin-2-yl)methyl)-5,5,5-trifluoro-4-hydroxy-2-methylpentan-2-yl)-5-fluoro-N—((S)-1-(4-methoxyphenyl)ethyl)benzamide), OP(=O)(O)O (H3PO4). Solvent: O (water), CCC(=O)C (MEK). Reaction conditions: time 1 hour. Yields the product C1(=CC=CC=C1)OC.C(C)S(=O)(=O)C=1C=C2C(=CN1)NC(=C2)C[C@](CC(C)(C)C2=C(C(=O)N)C=C(C=C2)F)(C(F)(F)F)O ((R)-2-(4-((5-(Ethylsulfonyl)-1H-pyrrolo[2,3-c]pyridin-2-yl)methyl)-5,5,5-trifluoro-4-hydroxy-2-methylpentan-2-yl)-5-fluorobenzamide anisole). Yield: 92.1%. As a reaction SMILES: [CH2:1]([S:3]([C:6]1[CH:7]=[C:8]2[CH:14]=[C:13]([CH2:15][C@@:16]([OH:45])([C:41]([F:44])([F:43])[F:42])[CH2:17][C:18]([C:21]3[CH:39]=[CH:38][C:37]([F:40])=[CH:36][C:22]=3[C:23]([NH:25][C@H]([C:28]3[CH:33]=[CH:32][C:31]([O:34][CH3:35])=[CH:30][CH:29]=3)C)=[O:24])([CH3:20])[CH3:19])[NH:12][C:9]2=[CH:10][N:11]=1)(=[O:5])=[O:4])[CH3:2].C1(OC)C=CC=CC=1.OP(O)(O)=O.CO>CCC(C)=O.O>[C:31]1([O:34][CH3:35])[CH:32]=[CH:33][CH:28]=[CH:29][CH:30]=1.[CH2:1]([S:3]([C:6]1[CH:7]=[C:8]2[CH:14]=[C:13]([CH2:15][C@@:16]([OH:45])([C:41]([F:42])([F:43])[F:44])[CH2:17][C:18]([C:21]3[CH:39]=[CH:38][C:37]([F:40])=[CH:36][C:22]=3[C:23]([NH2:25])=[O:24])([CH3:20])[CH3:19])[NH:12][C:9]2=[CH:10][N:11]=1)(=[O:5])=[O:4])[CH3:2] |f:6.7|. Procedure details: 2-((R)-4-((5-(ethylsulfonyl)-1H-pyrrolo[2,3-c]pyridin-2-yl)methyl)-5,5,5-trifluoro-4-hydroxy-2-methylpentan-2-yl)-5-fluoro-N—((S)-1-(4-methoxyphenyl)ethyl)benzamide (50.0 g, 93.5 wt. %) and 200 mL of anisole are charged to a reactor and agitation at ˜150 rpm initiated to obtain an off-white slurry. 100 mL of 85% aqueous H3PO4 was added and the reaction mixture heated to 100° C.±5° C. After 1.0 hour, the reaction was checked by HPLC after preparing a sample by adding a ˜0.1 mL reaction mixture al... Starting materials: O=C([O-])[O-], COc1ccc2c(C(=O)c3ccc(OCCN4CCCCC4)cc3)c(OS(=O)(=O)C(F)(F)F)ccc2c1, CS(=O)(=O)c1ccc(B(O)O)cc1, COCCOC, [Na+], [Na+], CC(=O)[O-], CC(=O)[O-], O, [Pd+2], c1ccc(P(c2ccccc2)c2ccccc2)cc1. The product is COc1ccc2c(C(=O)c3ccc(OCCN4CCCCC4)cc3)c(-c3ccc(S(C)(=O)=O)cc3)ccc2c1. RXN SMILES: [C:70](=[O:71])([O-:72])[O-:73].[CH3:1][O:2][c:3]1[cH:4][c:5]2[cH:6][cH:7][c:8]([O:30][S:31]([C:32]([F:33])([F:34])[F:35])(=[O:36])=[O:37])[c:9]([C:13]([c:14]3[cH:15][cH:16][c:17]([O:20][CH2:21][CH2:22][N:23]4[CH2:24][CH2:25][CH2:26][CH2:27][CH2:28]4)[cH:18][cH:19]3)=[O:29])[c:10]2[cH:11][cH:12]1.[CH3:38][S:39](=[O:40])(=[O:41])[c:42]1[cH:43][cH:44][c:45]([B:48]([OH:49])[OH:50])[cH:46][cH:47]1.[CH3:76][O:77][CH2:78][CH2:79][O:80][CH3:81].[Na+:74].[Na+:75].[O-:84][C:85]([CH3:86])=[O:87].[O-:88][C:89]([CH3:90])=[O:91].[OH2:82].[Pd+2:83].[c:51]1([P:52]([c:53]2[cH:54][cH:55][cH:56][cH:57][cH:58]2)[c:59]2[cH:60][cH:61][cH:62][cH:63][cH:64]2)[cH:65][cH:66][cH:67][cH:68][cH:69]1>>[CH3:1][O:2][c:3]1[cH:4][c:5]2[cH:6][cH:7][c:8](-[c:45]3[cH:44][cH:43][c:42]([S:39]([CH3:38])(=[O:40])=[O:41])[cH:47][cH:46]3)[c:9]([C:13]([c:14]3[cH:15][cH:16][c:17]([O:20][CH2:21][CH2:22][N:23]4[CH2:24][CH2:25][CH2:26][CH2:27][CH2:28]4)[cH:18][cH:19]3)=[O:29])[c:10]2[cH:11][cH:12]1. The reactants are C1COCCO1, COC(=O)CCC(COC(=O)Nc1cc2ccccc2cn1)N(C)C(=O)NCc1cccc(F)c1Cl, [Li+], [OH-]. Yields the product CN(C(=O)NCc1cccc(F)c1Cl)C(CCC(=O)[O-])COC(=O)Nc1cc2ccccc2cn1, [Li+]. As a reaction SMILES: [CH2:39]1[O:40][CH2:41][CH2:42][O:43][CH2:44]1.[Cl:1][c:2]1[c:3]([CH2:4][NH:5][C:6]([N:7]([CH3:8])[CH:9]([CH2:10][CH2:11][C:12](=[O:13])[O:14][CH3:15])[CH2:16][O:17][C:18]([NH:19][c:20]2[n:21][cH:22][c:23]3[cH:24][cH:25][cH:26][cH:27][c:28]3[cH:29]2)=[O:30])=[O:31])[cH:32][cH:33][cH:34][c:35]1[F:36].[Li+:38].[OH-:37]>>[Cl:1][c:2]1[c:3]([CH2:4][NH:5][C:6]([N:7]([CH3:8])[CH:9]([CH2:10][CH2:11][C:12](=[O:13])[O-:14])[CH2:16][O:17][C:18]([NH:19][c:20]2[n:21][cH:22][c:23]3[cH:24][cH:25][cH:26][cH:27][c:28]3[cH:29]2)=[O:30])=[O:31])[cH:32][cH:33][cH:34][c:35]1[F:36].[Li+:38]. Starting materials: CC(=O)[O-], [Li]CCCC, C1CCOC1, CCCCCC, CC(C)(C)NS(=O)(=O)c1cccs1, NOS(=O)(=O)O, [Na+], O=S=O, O, O, O. Product: CC(C)(C)NS(=O)(=O)c1ccc(S(N)(=O)=O)s1. Reaction SMILES: [C:31]([O-:32])(=[O:33])[CH3:34].[CH2:14]([Li:15])[CH2:16][CH2:17][CH3:18].[CH2:42]1[O:43][CH2:44][CH2:45][CH2:46]1.[CH3:19][CH2:20][CH2:21][CH2:22][CH2:23][CH3:24].[CH3:1][C:2]([CH3:3])([CH3:4])[NH:5][S:6](=[O:7])(=[O:8])[c:9]1[s:10][cH:11][cH:12][cH:13]1.[NH2:36][O:37][S:38]([OH:39])(=[O:40])=[O:41].[Na+:35].[O:25]=[S:26]=[O:27].[OH2:28].[OH2:29].[OH2:30]>>[CH3:1][C:2]([CH3:3])([CH3:4])[NH:5][S:6](=[O:7])(=[O:8])[c:9]1[s:10][c:11]([S:26](=[O:25])(=[O:27])[NH2:36])[cH:12][cH:13]1. The reactants are C(C)(C)(C)OC(=O)N1C(CCCC1)CCOS(=O)(=O)C (tert-BUTOXYCARBONYL-2(R/S)-(2-METHANESULFONYLOXYETHYL)PIPERIDINE), N1C=NC=C1.[Na] (sodium imidazole). Run in CN(C)C=O (DMF). Conditions: temperature 70 celsius. The product is C(C)(C)(C)OC(=O)N1C(CCCC1)CCN1C=NC=C1 (tert-BUTOXYCARBONYL-2(R/S)-[2-(1H-IMIDAZOL-1-YL)ETHYL]PIPERIDINE). The yield is 69.0%. As a reaction SMILES: [C:1]([O:5][C:6]([N:8]1[CH2:13][CH2:12][CH2:11][CH2:10][CH:9]1[CH2:14][CH2:15]OS(C)(=O)=O)=[O:7])([CH3:4])([CH3:3])[CH3:2].[NH:21]1[CH:25]=[CH:24][N:23]=[CH:22]1.[Na]>CN(C=O)C>[C:1]([O:5][C:6]([N:8]1[CH2:13][CH2:12][CH2:11][CH2:10][CH:9]1[CH2:14][CH2:15][N:21]1[CH:25]=[CH:24][N:23]=[CH:22]1)=[O:7])([CH3:4])([CH3:3])[CH3:2] |f:1.2,^1:25|. Procedure: The title compound from Step B above (2.68 g, 8.72 mmoles) (crude product, prior to chromatography) was dissolved in anhydrous DMF (30 mL) and sodium imidazole (1.18 g, 13.1 mmoles) was added. The mixture was heated at 70° C. for 2 h and then evaporated to dryness. The product was directly chromatographed on silica gel using 1% (10% conc. NH4OH in methanol)-dichloromethane as the eluant to give the title compound (1.69 g, 69%): ESMS: m/z 280.1 (MH+); dH (CDCl3) 1.48 ppm (9H, s, CH3); dC (CDCl3) ... The reactants are COC(=O)c1ccc(-c2cccs2)cc1, O=S(=O)(O)Cl, ClCCl, O=P(Cl)(Cl)Cl. The product is COC(=O)c1ccc(-c2ccc(S(=O)(=O)Cl)s2)cc1. RXN SMILES: [CH3:6][O:7][C:8](=[O:9])[c:10]1[cH:11][cH:12][c:13](-[c:16]2[s:17][cH:18][cH:19][cH:20]2)[cH:14][cH:15]1.[Cl:1][S:2](=[O:3])(=[O:4])[OH:5].[Cl:26][CH2:27][Cl:28].[P:21]([Cl:22])([Cl:23])([Cl:24])=[O:25]>>[Cl:1][S:2](=[O:3])(=[O:5])[c:18]1[s:17][c:16](-[c:13]2[cH:12][cH:11][c:10]([C:8]([O:7][CH3:6])=[O:9])[cH:15][cH:14]2)[cH:20][cH:19]1. Starting materials: title material, C(=O)(OCC)C1C(CCCC1)=O (2-carboethoxycyclohexanone), C([O-])([O-])=O.[K+].[K+] (potassium carbonate), BrCC=1SC=CC1 (2-bromomethyl thiophene). The reagents and catalysts are [I-].C(CCC)[N+](CCCC)(CCCC)CCCC (tetrabutylammonium iodide). Yields the product S1C(=CC=C1)CC1C(CCCC1)=O (2-((2-thienyl)methyl]cyclohexanone). Reaction SMILES: [C:1]([CH:6]1[CH2:11][CH2:10][CH2:9][CH2:8][C:7]1=[O:12])(OCC)=O.C(=O)([O-])[O-].[K+].[K+].BrC[C:21]1[S:22][CH:23]=[CH:24][CH:25]=1>[I-].C([N+](CCCC)(CCCC)CCCC)CCC>[S:22]1[CH:23]=[CH:24][CH:25]=[C:21]1[CH2:1][CH:6]1[CH2:11][CH2:10][CH2:9][CH2:8][C:7]1=[O:12] |f:1.2.3,5.6|. Procedure: 2-carboethoxycyclohexanone, finely powdered potassium carbonate, 2-bromomethyl thiophene, and tetrabutylammonium iodide are reacted by the method of Example 38 to generate the title material. The reactants are Cc1ccccc1, COC(=O)Cl, Cl, NC(Cc1ccccc1)C(=O)CCl, [Na+], O, O=C([O-])O. The product is COC(=O)NC(Cc1ccccc1)C(=O)CCl. As a reaction SMILES: [CH3:26][c:27]1[cH:28][cH:29][cH:30][cH:31][cH:32]1.[Cl:15][C:16](=[O:17])[O:18][CH3:19].[ClH:1].[NH2:2][CH:3]([C:4]([CH2:5][Cl:6])=[O:7])[CH2:8][c:9]1[cH:10][cH:11][cH:12][cH:13][cH:14]1.[Na+:20].[OH2:25].[OH:21][C:22](=[O:23])[O-:24]>>[NH:2]([CH:3]([C:4]([CH2:5][Cl:6])=[O:7])[CH2:8][c:9]1[cH:10][cH:11][cH:12][cH:13][cH:14]1)[C:16](=[O:17])[O:18][CH3:19]. Starting materials: O (water), solution, CNC (dimethylamine), ClC=1C=CC2=C(C(=NC(C(=N2)NOC(NC2=CC=CC=C2)=O)OC(=O)OC2=CC=CC=C2)C2=CC=CC=C2)C1 (7-chloro-5-phenyl-2-phenylcarbamoyloxyamino-3-phenyloxycarbonyloxy-3H-1,4-benzodiazepine). Solvent: CO (methanol), CO (methanol). Product: ClC=1C=CC2=C(C(=NC(C(=N2)NOC(NC2=CC=CC=C2)=O)OC(N(C)C)=O)C2=CC=CC=C2)C1 (7-Chloro-3-dimethylcarbamoyloxy-5-phenyl-2-phenylcarbamoyloxyamino-3H-1,4-benzodiazepine). RXN SMILES: [CH3:1][NH:2][CH3:3].[Cl:4][C:5]1[CH:6]=[CH:7][C:8]2[N:14]=[C:13]([NH:15][O:16][C:17](=[O:25])[NH:18][C:19]3[CH:24]=[CH:23][CH:22]=[CH:21][CH:20]=3)[CH:12]([O:26][C:27](OC3C=CC=CC=3)=[O:28])[N:11]=[C:10]([C:36]3[CH:41]=[CH:40][CH:39]=[CH:38][CH:37]=3)[C:9]=2[CH:42]=1.O>CO>[Cl:4][C:5]1[CH:6]=[CH:7][C:8]2[N:14]=[C:13]([NH:15][O:16][C:17](=[O:25])[NH:18][C:19]3[CH:24]=[CH:23][CH:22]=[CH:21][CH:20]=3)[CH:12]([O:26][C:27](=[O:28])[N:2]([CH3:3])[CH3:1])[N:11]=[C:10]([C:36]3[CH:41]=[CH:40][CH:39]=[CH:38][CH:37]=3)[C:9]=2[CH:42]=1. Reported procedure: 5 ml of a solution of dimethylamine in methanol (content 30 g of dimethylamine in 100 ml) are added to 0.5 g of 7-chloro-5-phenyl-2-phenylcarbamoyloxyamino-3-phenyloxycarbonyloxy-3H-1,4-benzodiazepine in 10 ml of methanol, whilst stirring. The mixture is stirred for 5 hours at room temperature and water is added to it; the residue is filtered off and dried.